From a dataset of the Open Reaction Database (ORD), a public repository of structured organic reaction records. describe an organic reaction: reactants, conditions, products, and yield Starting materials: CCCCN(C)C(=O)CS(=O)CCI, CNCCOc1ccc(C2=C(c3ccccc3)CCCc3cc(OC4CCCCO4)ccc32)cc1, COCCO. Yields the product CCCCN(C)C(=O)CS(=O)CCN(C)CCOc1ccc(C2=C(c3ccccc3)CCCc3cc(OC4CCCCO4)ccc32)cc1. Reaction SMILES: [CH2:36]([CH2:37][CH2:38][CH3:39])[N:40]([C:41]([CH2:42][S:43](=[O:44])[CH2:45][CH2:46][I:47])=[O:48])[CH3:49].[CH3:1][NH:2][CH2:3][CH2:4][O:5][c:6]1[cH:7][cH:8][c:9]([C:12]2=[C:13]([c:30]3[cH:31][cH:32][cH:33][cH:34][cH:35]3)[CH2:14][CH2:15][CH2:16][c:17]3[c:18]2[cH:19][cH:20][c:21]([O:23][CH:24]2[O:25][CH2:26][CH2:27][CH2:28][CH2:29]2)[cH:22]3)[cH:10][cH:11]1.[CH3:50][O:51][CH2:52][CH2:53][OH:54]>>[CH3:1][N:2]([CH2:3][CH2:4][O:5][c:6]1[cH:7][cH:8][c:9]([C:12]2=[C:13]([c:30]3[cH:31][cH:32][cH:33][cH:34][cH:35]3)[CH2:14][CH2:15][CH2:16][c:17]3[c:18]2[cH:19][cH:20][c:21]([O:23][CH:24]2[O:25][CH2:26][CH2:27][CH2:28][CH2:29]2)[cH:22]3)[cH:10][cH:11]1)[CH2:46][CH2:45][S:43]([CH2:42][C:41]([N:40]([CH2:36][CH2:37][CH2:38][CH3:39])[CH3:49])=[O:48])=[O:44]. Starting materials: SC1=NC=CC=N1 (2-mercaptopyrimidine), C([O-])([O-])=O.[K+].[K+] (potassium carbonate), BrCCCCCOC1=CC=C(OCCCCC(C(=O)OCC)(C)C)C=C1 (ethyl 6-[p-(5-bromopentyloxy)phenoxy]-2,2-dimethylhexanoate). Conditions: time 12 hour. The product is N1=C(N=CC=C1)SCCCCCOC1=CC=C(OCCCCC(C(=O)OCC)(C)C)C=C1 (ethyl 6-[p-[5-(2-pyrimidylthio)pentyloxy]phenoxy]-2,2-dimethylhexanoate). Yield: 34.5%. Reaction SMILES: [SH:1][C:2]1[N:7]=[CH:6][CH:5]=[CH:4][N:3]=1.C(=O)([O-])[O-].[K+].[K+].Br[CH2:15][CH2:16][CH2:17][CH2:18][CH2:19][O:20][C:21]1[CH:39]=[CH:38][C:24]([O:25][CH2:26][CH2:27][CH2:28][CH2:29][C:30]([CH3:37])([CH3:36])[C:31]([O:33][CH2:34][CH3:35])=[O:32])=[CH:23][CH:22]=1>>[N:3]1[CH:4]=[CH:5][CH:6]=[N:7][C:2]=1[S:1][CH2:15][CH2:16][CH2:17][CH2:18][CH2:19][O:20][C:21]1[CH:39]=[CH:38][C:24]([O:25][CH2:26][CH2:27][CH2:28][CH2:29][C:30]([CH3:37])([CH3:36])[C:31]([O:33][CH2:34][CH3:35])=[O:32])=[CH:23][CH:22]=1 |f:1.2.3|. Procedure: To a mixture of 523 mg 2-mercaptopyrimidine and 25 ml anhydrous N,N-diemthylformamide, were added 640 mg anhydrous potassium carbonate and 2 g ethyl 6-[p-(5-bromopentyloxy)phenoxy]-2,2-dimethylhexanoate, and the resulting mixture was stirred at room temperature for 12 hours. The solvent was distilled off under reduced pressure, the residue was extracted with chloroform, and the extract was washed with water and dried. The chloroform was distilled off, and the residue was purified by silica gel c...